Task: describe an organic reaction: reactants, conditions, products, and yield. Dataset: the Open Reaction Database (ORD), a public repository of structured organic reaction records Starting materials: [NH4+].[Cl-] (NH4Cl), C(C)C(CC=C)(CC=C)N=C=O (1-Ethyl-1-(2-propenyl)-3-butenyl isocyanate), C(CC)#N (propionitrile), C(C=C)[Mg]Br.CCOCC (allyl magnesium bromide Et2O). Solvent: CCOCC (Et2O). Product: C(C)C(CC=C)(CC=C)N (1-ethyl-1-(2-propenyl)-3-butenylamine). The yield is 34.0%. As a reaction SMILES: [CH2:1]([C:3]([N:10]=C=O)([CH2:7][CH:8]=[CH2:9])[CH2:4][CH:5]=[CH2:6])[CH3:2].C(#N)CC.C([Mg]Br)C=C.CCOCC.[NH4+].[Cl-]>CCOCC>[CH2:1]([C:3]([NH2:10])([CH2:7][CH:8]=[CH2:9])[CH2:4][CH:5]=[CH2:6])[CH3:2] |f:2.3,4.5|. Procedure details: 1-Ethyl-1-(2-propenyl)-3-butenyl isocyanate: A solution of propionitrile (14.5 g, 264 mmol) in dry Et2O (40 mL) was added dropwise to 1.0M allyl magnesium bromide/Et2O (880 mL). The reaction mixture was mechanically stirred at reflux for 2 h, after which time it was cooled to 0°. A saturated aqueous solution of NH4Cl (320 mL) was added cautiously to the cooled reaction mixture. The organic phase was separated, dried (MgSO4), cooled to 0° and then mixed at the same temperature with 1M HCl/Et2O (2... Starting materials: COc1ccc(CN2CCN(Cc3ccccc3)CC2)c(O)c1OC, CCO. Yields the product COc1ccc(CN2CCNCC2)c(O)c1OC. RXN SMILES: [CH2:1]([c:2]1[cH:3][cH:4][cH:5][cH:6][cH:7]1)[N:8]1[CH2:9][CH2:10][N:11]([CH2:14][c:15]2[c:16]([OH:25])[c:17]([O:23][CH3:24])[c:18]([O:21][CH3:22])[cH:19][cH:20]2)[CH2:12][CH2:13]1.[CH3:26][CH2:27][OH:28]>>[NH:8]1[CH2:9][CH2:10][N:11]([CH2:14][c:15]2[c:16]([OH:25])[c:17]([O:23][CH3:24])[c:18]([O:21][CH3:22])[cH:19][cH:20]2)[CH2:12][CH2:13]1. Starting materials: O=[N+]([O-])[O-].[O-][N+]([O-])=O.[O-][N+]([O-])=O.[O-][N+]([O-])=O.[O-][N+]([O-])=O.[O-][N+]([O-])=O.[Ce+4].[NH4+].[NH4+] (CAN), COC1=C(C(=C(C2=C1CCC(CC2)CCOC2=NC=CC=C2)OC)OC)OC (2-[2-(1,2,3,4-tetramethoxy-6,7,8,9-tetrahydro-5H-benzo[a]cyclohepten-7-yl)ethoxy]pyridine), N1=C(C=CC=C1C(=O)O)C(=O)O (pyridine-2,6-dicarboxylic acid), C1CCOC1 (THF). Run in C([O-])(O)=O.[Na+] (sodium bicarbonate), O (water), O (water). Conditions: time 15 minute. Product: COC1=C(C(C2=C(CCC(CC2)CCOC2=NC=CC=C2)C1=O)=O)OC (2,3-Dimethoxy-7-[2-(2-pyridyloxy)ethyl]-4,5,6,7,8,9-hexahydro-1H-benzo[a]cycloheptene-1,4-dione). Yield: 75.9%. RXN SMILES: C[O:2][C:3]1[C:8]2[CH2:9][CH2:10][CH:11]([CH2:14][CH2:15][O:16][C:17]3[CH:22]=[CH:21][CH:20]=[CH:19][N:18]=3)[CH2:12][CH2:13][C:7]=2[C:6]([O:23]C)=[C:5]([O:25][CH3:26])[C:4]=1[O:27][CH3:28].N1C(C(O)=O)=CC=CC=1C(O)=O.C1COCC1.O=[N+]([O-])[O-].[O-][N+](=O)[O-].[O-][N+](=O)[O-].[O-][N+](=O)[O-].[O-][N+](=O)[O-].[O-][N+](=O)[O-].[Ce+4].[NH4+].[NH4+]>C(=O)(O)[O-].[Na+].O>[CH3:28][O:27][C:4]1[C:3](=[O:2])[C:8]2[CH2:9][CH2:10][CH:11]([CH2:14][CH2:15][O:16][C:17]3[CH:22]=[CH:21][CH:20]=[CH:19][N:18]=3)[CH2:12][CH2:13][C:7]=2[C:6](=[O:23])[C:5]=1[O:25][CH3:26] |f:3.4.5.6.7.8.9.10.11,12.13|. Reported procedure: To a mixture of 2-[2-(1,2,3,4-tetramethoxy-6,7,8,9-tetrahydro-5H-benzo[a]cyclohepten-7-yl)ethoxy]pyridine (700 mg), pyridine-2,6-dicarboxylic acid (907 mg), THF (14 ml), and water (7 ml) was added an water (7 ml) solution of CAN (3.97 g) with cooling with ice. After being stirred for 15 min, the reaction mixture was diluted with saturated aqueous sodium bicarbonate and extracted with ethyl acetate. The organic layer was washed with water and saturated aqueous sodium chloride and dried. The solve... The reactants are C(C)OC(CNCCNS(=O)(=O)C=1SC(=NN1)C1=C(C=C(C=C1)Cl)Cl)=O (N-{2-[5-(2,4-dichlorophenyl)-1,3,4-thiadiazole-2-sulfonylamino]-ethyl}-glycine ethyl ester), N1(C(=O)NC(=O)C(C)=C1)CC(=O)O ((thymin-1-yl)-acetic acid). Yields the product C(C)OC(CN(C(CN1C(=O)NC(=O)C(C)=C1)=O)CCNS(=O)(=O)C=1SC(=NN1)C1=C(C=C(C=C1)Cl)Cl)=O (N-{2-[5-(2,4-Dichlorophenyl)-1,3,4-thiadiazole-2-sulfonylamino]-ethyl}-N-[(thymin-1-yl)-acetyl]-glycine ethyl ester). As a reaction SMILES: [CH2:1]([O:3][C:4](=[O:26])[CH2:5][NH:6][CH2:7][CH2:8][NH:9][S:10]([C:13]1[S:14][C:15]([C:18]2[CH:23]=[CH:22][C:21]([Cl:24])=[CH:20][C:19]=2[Cl:25])=[N:16][N:17]=1)(=[O:12])=[O:11])[CH3:2].[N:27]1([CH2:36][C:37](O)=[O:38])[CH:35]=[C:33]([CH3:34])[C:31](=[O:32])[NH:30][C:28]1=[O:29]>>[CH2:1]([O:3][C:4](=[O:26])[CH2:5][N:6]([CH2:7][CH2:8][NH:9][S:10]([C:13]1[S:14][C:15]([C:18]2[CH:23]=[CH:22][C:21]([Cl:24])=[CH:20][C:19]=2[Cl:25])=[N:16][N:17]=1)(=[O:12])=[O:11])[C:37](=[O:38])[CH2:36][N:27]1[CH:35]=[C:33]([CH3:34])[C:31](=[O:32])[NH:30][C:28]1=[O:29])[CH3:2]. Procedure: The title compound was synthesized by the reaction of N-{2-[5-(2,4-dichlorophenyl)-1,3,4-thiadiazole-2-sulfonylamino]-ethyl}-glycine ethyl ester with (thymin-1-yl)-acetic acid as per the procedure of example 13. 1H NMR (400 MHz; DMSO-d6) δ 11.28 (s, 0.6H), 11.27 (s, 0.4H), 9.11 (brs, 1H), 8.28 (d, 0.6H), 8.27 (d, 0.4H), 8.00 (d, 0.6H), 7.98 (d, 0.4H), 7.72–7.68 (m, 1H), 7.33 (s, 0.6H), 7.25 (s, 0.4H), 4.66 (s, 1.2H), 4.48 (s, 0.8H), 4.33 (s, 0.8H), 4.18 (q, 0.8H), 4.08 (q, 1.2H), 4.06 (s, 1.2H),... The reactants are solution, C[Si](C)(C)[N-][Si](C)(C)C.[K+] (KHMDS), BrC1=CC=C(CBr)C=C1 (4-bromobenzyl bromide), COC=1C=C2C(=C(NC2=CC1)C)CC(=O)OC (Methyl (5-methoxy-2-methyl-1H-indol-3-yl)acetate). Solvent: C1(=CC=CC=C1)C (toluene), CN(C)P(=O)(N(C)C)N(C)C (HMPA), C1CCOC1 (THF). Reaction conditions: time 10 minute. Product: BrC1=CC=C(CN2C(=C(C3=CC(=CC=C23)OC)CC(=O)OCC)C)C=C1 (Ethyl 2-(1-(4-bromobenzyl)-5-methoxy-2-methyl-1H-indol-3-yl)acetate). Reaction SMILES: [CH3:1][O:2][C:3]1[CH:4]=[C:5]2[C:9](=[CH:10][CH:11]=1)[NH:8][C:7]([CH3:12])=[C:6]2[CH2:13][C:14]([O:16][CH3:17])=[O:15].[CH3:18][Si]([N-][Si](C)(C)C)(C)C.[K+].[Br:28][C:29]1[CH:36]=[CH:35][C:32]([CH2:33]Br)=[CH:31][CH:30]=1>C1COCC1.C1(C)C=CC=CC=1.CN(P(N(C)C)(N(C)C)=O)C>[Br:28][C:29]1[CH:36]=[CH:35][C:32]([CH2:33][N:8]2[C:9]3[C:5](=[CH:4][C:3]([O:2][CH3:1])=[CH:11][CH:10]=3)[C:6]([CH2:13][C:14]([O:16][CH2:17][CH3:18])=[O:15])=[C:7]2[CH3:12])=[CH:31][CH:30]=1 |f:1.2|. Reported procedure: To the ethyl ester from Example 7, Step 1 (2.00 g, 8.10 mmol) dissolved in THF (40.0 mL) was added at -78° C. a 0.5M solution of KHMDS (16.0 mL, 8.10 mmol) in toluene and HMPA (200 μL). After a period of 10 min, 4-bromobenzyl bromide was added to the resulting mixture. The reaction mixture was brought to room temperature, quenched by the addition of 25% aqueous NH4OAc solution, extracted with EtOAc, dried over Na2SO4 and evaporated in vacuo. The title product was purified by flash chromotography... Reactants: ClC1=CC=C(C=C1)C(C=1C(=NN(C1)C1CC1)C(=O)OCC)O (ethyl 4-((4-chlorophenyl)(hydroxy)methyl)-1-cyclopropyl-1H-pyrazole-3-carboxylate), NC=1C=C(C(N(C1)C)=O)C (5-amino-1,3-dimethylpyridin-2(1H)-one). The solvent is CCOC(=O)C (EtOAc). Product: ClC1=CC=C(C=C1)C(C=1C(=NN(C1)C1CC1)C(=O)OCC)NC1=CN(C(C(=C1)C)=O)C (ethyl 4-((4-chlorophenyl)((1,5-dimethyl-6-oxo-1,6-dihydropyridin-3-yl)amino)methyl)-1-cyclopropyl-1H-pyrazole-3-carboxylate). RXN SMILES: [Cl:1][C:2]1[CH:7]=[CH:6][C:5]([CH:8](O)[C:9]2[C:10]([C:17]([O:19][CH2:20][CH3:21])=[O:18])=[N:11][N:12]([CH:14]3[CH2:16][CH2:15]3)[CH:13]=2)=[CH:4][CH:3]=1.[NH2:23][C:24]1[CH:25]=[C:26]([CH3:32])[C:27](=[O:31])[N:28]([CH3:30])[CH:29]=1>CCOC(C)=O>[Cl:1][C:2]1[CH:7]=[CH:6][C:5]([CH:8]([NH:23][C:24]2[CH:25]=[C:26]([CH3:32])[C:27](=[O:31])[N:28]([CH3:30])[CH:29]=2)[C:9]2[C:10]([C:17]([O:19][CH2:20][CH3:21])=[O:18])=[N:11][N:12]([CH:14]3[CH2:16][CH2:15]3)[CH:13]=2)=[CH:4][CH:3]=1. Procedure: The title compound was prepared in analogy to the procedure described in Step 10.3 using ethyl 4-((4-chlorophenyl)(hydroxy)methyl)-1-cyclopropyl-1H-pyrazole-3-carboxylate (Step 37.3) and 5-amino-1,3-dimethylpyridin-2(1H)-one (Step 20.2). tR: 4.31 min (HPLC 1); tR: 1.00 min (LC-MS 2); ESI-MS: 441 [M+H]+ (LC-MS 2); Rf=0.06 (EtOAc). Reactants: O=C1COCC(=O)N1CCCCBr, COC1c2ccccc2C2CNCC21, Cl. Product: COC1c2ccccc2C2CN(CCCCN3C(=O)COCC3=O)CC21, Cl. RXN SMILES: [Br:16][CH2:17][CH2:18][CH2:19][CH2:20][N:21]1[C:22](=[O:28])[CH2:23][O:24][CH2:25][C:26]1=[O:27].[CH3:2][O:3][CH:4]1[c:5]2[cH:6][cH:7][cH:8][cH:9][c:10]2[CH:11]2[CH2:12][NH:13][CH2:14][CH:15]12.[ClH:1]>>[CH3:2][O:3][CH:4]1[c:5]2[cH:6][cH:7][cH:8][cH:9][c:10]2[CH:11]2[CH2:12][N:13]([CH2:17][CH2:18][CH2:19][CH2:20][N:21]3[C:22](=[O:28])[CH2:23][O:24][CH2:25][C:26]3=[O:27])[CH2:14][CH:15]12.[ClH:1].